From a dataset of the Open Reaction Database (ORD), a public repository of structured organic reaction records. describe an organic reaction: reactants, conditions, products, and yield Starting materials: [BH4-], ClC(Cl)Cl, COC(=O)c1ccc2c(nc(C)n2C)c1Cl, Cl, [Li+], C1CCOC1. The product is Cc1nc2c(Cl)c(CO)ccc2n1C. As a reaction SMILES: [BH4-:17].[CH:20]([Cl:21])([Cl:22])[Cl:23].[Cl:1][c:2]1[c:3]([C:13](=[O:14])[O:15][CH3:16])[cH:4][cH:5][c:6]2[n:7]([CH3:12])[c:8]([CH3:11])[n:9][c:10]12.[ClH:19].[Li+:18].[O:24]1[CH2:25][CH2:26][CH2:27][CH2:28]1>>[Cl:1][c:2]1[c:3]([CH2:13][OH:14])[cH:4][cH:5][c:6]2[n:7]([CH3:12])[c:8]([CH3:11])[n:9][c:10]12. Starting materials: C(C)(C)(C)OC([C@@H](NC(=O)OC(C)(C)C)CCCCNCC1=CC=CC=C1)=O (NεBenzyl-Nα-BOC-L-Lysine tert-Butyl Ester), C(Cl)[C@@H]1CO1 ((S)-(+)-epichlorohydrin), [O-]S(=O)(=O)[O-].[Mg+2] (MgSO4). Solvent: CO (CH3OH). Run at time 3 day. Product: C(C1=CC=CC=C1)N(CCCC[C@@H](C(=O)OC(C)(C)C)NC(=O)OC(C)(C)C)C[C@@H](CCl)O ((2S,9S)-7-Benzyl-2-[(tert-butoxycarbonyl)amino]-10-chloro-9- hydroxy-7-azadecanoic Acid, tert-Butyl Ester). The yield is 66.9%. As a reaction SMILES: [C:1]([O:5][C:6](=[O:28])[C@H:7]([CH2:16][CH2:17][CH2:18][CH2:19][NH:20][CH2:21][C:22]1[CH:27]=[CH:26][CH:25]=[CH:24][CH:23]=1)[NH:8][C:9]([O:11][C:12]([CH3:15])([CH3:14])[CH3:13])=[O:10])([CH3:4])([CH3:3])[CH3:2].[CH2:29]([C@H:31]1[O:33][CH2:32]1)[Cl:30].[O-]S([O-])(=O)=O.[Mg+2]>CO>[CH2:21]([N:20]([CH2:32][C@H:31]([OH:33])[CH2:29][Cl:30])[CH2:19][CH2:18][CH2:17][CH2:16][C@H:7]([NH:8][C:9]([O:11][C:12]([CH3:15])([CH3:14])[CH3:13])=[O:10])[C:6]([O:5][C:1]([CH3:2])([CH3:3])[CH3:4])=[O:28])[C:22]1[CH:23]=[CH:24][CH:25]=[CH:26][CH:27]=1 |f:2.3|. Procedure details: A mixture of Nε-benzyl-Nα-BOC-L-lysine t-butyl ester (4) (16.0 g, 40.76 mmol), CH3OH (40 ml), (S)-(+)-epichlorohydrin (4.17 g, 45.0 mmol) and anhydrous MgSO4 (5.33 g. 44.28 mmol) was stirred under N2 for three days. The solids were filtered off and washed with CH3OH. The filtrate was concentrated at room temperature to give a yellow oil. The resulting oil was purified by flash chromatography on silica gel (66% hexane/ethyl acetate) to give 13.23 g of (5) (77%) as a colorless oil. 1H NMR (C6D6) δ... Starting materials: CC1=CC=C(C=C1)S(=O)(=O)OCC(C=C)OC1=C(C=CC=C1C=C)OC (2-(2-methoxy-6-vinylphenoxy)but-3-enyl 4-methylbenzenesulfonate). Reaction SMILES: [CH3:1][C:2]1[CH:7]=[CH:6][C:5]([S:8]([O:11][CH2:12][CH:13]([O:16][C:17]2[C:22]([CH:23]=[CH2:24])=[CH:21][CH:20]=[CH:19][C:18]=2[O:25][CH3:26])C=C)(=[O:10])=[O:9])=[CH:4][CH:3]=1>ClCCl.C1CCC(P(C2CCCCC2)C2CCCCC2)CC1.C1CCC(P(C2CCCCC2)C2CCCCC2)CC1.C1C=CC(C=[Ru](Cl)Cl)=CC=1>[CH3:26][O:25][C:18]1[C:17]2[O:16][CH:13]([CH2:12][OH:11])[CH:24]=[CH:23][C:22]=2[CH:21]=[CH:20][CH:19]=1.[CH3:1][C:2]1[CH:3]=[CH:4][C:5]([S:8]([O-:11])(=[O:10])=[O:9])=[CH:6][CH:7]=1 |f:2.3.4,5.6|. Solvent: ClCCl (dichloromethane). The reagents and catalysts are C1CCC(CC1)P(C2CCCCC2)C3CCCCC3.C1CCC(CC1)P(C2CCCCC2)C3CCCCC3.C1=CC=C(C=C1)C=[Ru](Cl)Cl (benzylidene-bis(tricyclohexylphosphine)dichlororuthenium). Run at time 4 hour. The yield is 183.5%. Reported procedure: A solution of 2-(2-methoxy-6-vinylphenoxy)but-3-enyl 4-methylbenzenesulfonate (4.4 g, 12 mmol) in dichloromethane (100 mL) was treated with benzylidene-bis(tricyclohexylphosphine)dichlororuthenium (0.9 g) at 23° C. with stirring. After 4 hours, the solvent volume was reduced under reduced pressure (to ca. 10 mL) and the solution was pre-adsorbed on silica gel (5 g). Purification by flash chromatography using a solvent gradient of 10 to 20% ethyl acetate in hexane provided 8-methoxy-2H-1-benzopyr... Product: COC1=CC=CC=2C=CC(OC21)CO.CC1=CC=C(C=C1)S(=O)(=O)[O-] (8-methoxy-2H-1-benzopyran-2-methanol 4-methylbenzenesulfonate). Reactants: N1CCC(C(=O)[O-])CC1 (isonipecotate), C(C1=CC=CC=C1)C1=NC(NC=C1[N+](=O)[O-])(N)Cl (benzyl-2-chloro-5-nitropyrimidineamine), C(C)#N (acetonitrile), C(C)O (ethanol). Run at temperature 5 celsius, time 8 hour. The product is C(C1=CC=CC=C1)NC1=NC(=NC=C1[N+](=O)[O-])N1CCC(CC1)C(=O)OCC (Ethyl 1-(4-benzylamino-5-nitropyrimidin-2-yl)-4-piperidinecarboxylate). RXN SMILES: [NH:1]1[CH2:9][CH2:8][CH:4]([C:5]([O-:7])=[O:6])[CH2:3][CH2:2]1.C([C:17]1[C:22]([N+:23]([O-:25])=[O:24])=[CH:21][NH:20][C:19](Cl)(N)[N:18]=1)C1C=CC=CC=1.[CH2:28](O)[CH3:29].[C:31](#[N:33])[CH3:32]>>[CH2:31]([NH:33][C:17]1[C:22]([N+:23]([O-:25])=[O:24])=[CH:21][N:20]=[C:19]([N:1]2[CH2:9][CH2:8][CH:4]([C:5]([O:7][CH2:28][CH3:29])=[O:6])[CH2:3][CH2:2]2)[N:18]=1)[C:32]1[CH:9]=[CH:8][CH:4]=[CH:3][CH:2]=1. Procedure: 3.5 ml of isonipecotate was added to a solution of 1.0 g of 4N-benzyl-2-chloro-5-nitropyrimidineamine (Reference Example 2) in 35 ml of acetonitrile and the suspension was stirred overnight. 35 ml of ethanol was added to the suspension, cooled to 5° C. and stirred for 1 hour. Filtration afforded 0.91 g of the yellowish title compound. Reactants: O1C(CCC1)C(=O)O (tetrahydro-2-furoic acid), N[C@@H](C)C(=O)N1C2=C(C3=C(C(C1=O)C)C=CC=C3)C(=CC=C2)N (5-(L-alaninyl)-amino-7-methyl-5,7-dihydro-6H-dibenz[b,d]azepin-6-one). Product: O1C(CCC1)C(=O)N[C@@H](C)C(=O)N1C2=C(C3=C(C(C1=O)C)C=CC=C3)C(=CC=C2)N (5-{N′-(Tetrahydro-2-furoyl)-L-alaninyl}-amino-7-methyl-5,7-dihydro-6H-dibenz[b,d]azepin-6-one). RXN SMILES: [O:1]1[CH2:5][CH2:4][CH2:3][CH:2]1[C:6]([OH:8])=O.[NH2:9][C@H:10]([C:12]([N:14]1[C:20](=[O:21])[CH:19]([CH3:22])[C:18]2[CH:23]=[CH:24][CH:25]=[CH:26][C:17]=2[C:16]2[C:27]([NH2:31])=[CH:28][CH:29]=[CH:30][C:15]1=2)=[O:13])[CH3:11]>>[O:1]1[CH2:5][CH2:4][CH2:3][CH:2]1[C:6]([NH:9][C@H:10]([C:12]([N:14]1[C:20](=[O:21])[CH:19]([CH3:22])[C:18]2[CH:23]=[CH:24][CH:25]=[CH:26][C:17]=2[C:16]2[C:27]([NH2:31])=[CH:28][CH:29]=[CH:30][C:15]1=2)=[O:13])[CH3:11])=[O:8]. Reported procedure: Following General Procedure C-P above using tetrahydro-2-furoic acid and 5-(L-alaninyl)-amino-7-methyl-5,7-dihydro-6H-dibenz[b,d]azepin-6-one, as described in Example 7-B, the title compound was prepared. The molecular weight as determined by mass spectrometry (FD) was: 408 (M+H). The reactants are ClC1=C(C=C(O)C=C1)O (4-Chlororesorcinol), CN(C)C=O (DMF), FC1=CC=C(C=C1)C1=CC=C(C=C1)CC(=O)O ((4′-fluorobiphenyl-4-yl)-acetic acid), P(Cl)(Cl)(Cl)(Cl)Cl (PCl5). The product is ClC=1C=C2C(C(=COC2=CC1O)C1=CC=C(C=C1)C1=CC=C(C=C1)F)=O (6-Chloro-3-(4′-fluoro-biphenyl-4-yl)-7-hydroxy-chromen-4-one). RXN SMILES: [Cl:1][C:2]1[CH:8]=[CH:7][C:5]([OH:6])=[CH:4][C:3]=1[OH:9].[F:10][C:11]1[CH:16]=[CH:15][C:14]([C:17]2[CH:22]=[CH:21][C:20]([CH2:23][C:24]([OH:26])=O)=[CH:19][CH:18]=2)=[CH:13][CH:12]=1.P(Cl)(Cl)(Cl)(Cl)Cl.[CH3:33]N(C=O)C>>[Cl:1][C:2]1[CH:8]=[C:7]2[C:5](=[CH:4][C:3]=1[OH:9])[O:6][CH:33]=[C:23]([C:20]1[CH:19]=[CH:18][C:17]([C:14]3[CH:13]=[CH:12][C:11]([F:10])=[CH:16][CH:15]=3)=[CH:22][CH:21]=1)[C:24]2=[O:26]. Procedure: This compounds was synthesised in the same manner as described above. 4-Chlororesorcinol (0.31 g, 2.17 mmol), (4′-fluorobiphenyl-4-yl)-acetic acid (0.5 g, 2.17 mmol), BF3Et2O (5 ml), PCl5 (0.68 g, 3.3 mmol), DMF (8 ml and 5 ml). 6-chloro-3-(4′-fluoro-biphenyl-4-yl)-7-hydroxy-chromen-4-one precipitated out as a white solid (0.45 g, 68.6%).